This data is from the Open Reaction Database (ORD), a public repository of structured organic reaction records. The task is: describe an organic reaction: reactants, conditions, products, and yield As a reaction SMILES: [C:5]([CH3:6])([CH3:7])([CH3:8])[O:9][C:10](=[O:11])[N:12]1[CH2:13][CH:14]([N:18]([CH2:19][c:20]2[cH:21][cH:22][cH:23][cH:24][cH:25]2)[CH2:26][c:27]2[cH:28][cH:29][cH:30][cH:31][cH:32]2)[CH:15]([OH:17])[CH2:16]1.[CH3:3][I:4].[H-:1].[Na+:2].[O:34]1[CH2:35][CH2:36][CH2:37][CH2:38]1.[OH2:33]>>[CH3:3][O:17][CH:15]1[CH:14]([N:18]([CH2:19][c:20]2[cH:21][cH:22][cH:23][cH:24][cH:25]2)[CH2:26][c:27]2[cH:28][cH:29][cH:30][cH:31][cH:32]2)[CH2:13][N:12]([C:10]([O:9][C:5]([CH3:6])([CH3:7])[CH3:8])=[O:11])[CH2:16]1. The reactants are CC(C)(C)OC(=O)N1CC(O)C(N(Cc2ccccc2)Cc2ccccc2)C1, CI, [H-], [Na+], C1CCOC1, O. Yields the product COC1CN(C(=O)OC(C)(C)C)CC1N(Cc1ccccc1)Cc1ccccc1.